Task: describe an organic reaction: reactants, conditions, products, and yield. Dataset: the Open Reaction Database (ORD), a public repository of structured organic reaction records Starting materials: CC(C)([O-])C.[K+] (potassium tert-butoxide), CO (methanol), C1CCOC1 (THF), C[C@@H]1N(C[C@H](NC1)C)C1=CC(=C(C#N)C=C1)F (trans-4-(2,5-dimethylpiperazin-1-yl)-2-fluorobenzonitrile). Run in [Cl-].[Na+].O (brine). Run at time 30 minute. Yields the product C[C@@H]1N(C[C@H](NC1)C)C1=CC(=C(C#N)C=C1)OC (trans-4-(2,5-Dimethylpiperazin-1-yl)-2-methoxybenzonitrile). As a reaction SMILES: C[C:2](C)([O-:4])C.[K+].CO.C1COCC1.[CH3:14][C@H:15]1[CH2:20][NH:19][C@H:18]([CH3:21])[CH2:17][N:16]1[C:22]1[CH:29]=[CH:28][C:25]([C:26]#[N:27])=[C:24](F)[CH:23]=1>[Cl-].[Na+].O>[CH3:14][C@H:15]1[CH2:20][NH:19][C@H:18]([CH3:21])[CH2:17][N:16]1[C:22]1[CH:29]=[CH:28][C:25]([C:26]#[N:27])=[C:24]([O:4][CH3:2])[CH:23]=1 |f:0.1,5.6.7|. Procedure: A 1.35 g portion of potassium tert-butoxide and 0.48 ml of methanol were added to 5 ml of THF, and the mixture was stirred for 30 minutes. Next, this was mixed with 934 mg of trans-4-(2,5-dimethylpiperazin-1-yl)-2-fluorobenzonitrile synthesized in Reference Example 14 and stirred at room temperature for 2 days. This was mixed with saturated brine and extracted with ethyl acetate, the organic layer was washed with water, and then the solvent was evaporated and the resulting mixture was subjected ... Reactants: CCOc1cc(C(C)(C)C)ncc1C1=NC(C)(c2ccc(Cl)cc2)C(C)(c2ccc(Cl)cc2)N1C(=O)Cl, CN1CCN(C(=O)CN2CCNCC2)CC1. The product is CCOc1cc(C(C)(C)C)ncc1C1=NC(C)(c2ccc(Cl)cc2)C(C)(c2ccc(Cl)cc2)N1C(=O)N1CCN(CC(=O)N2CCN(C)CC2)CC1. Reaction SMILES: [C:1]([CH3:2])([CH3:3])([CH3:4])[c:5]1[cH:6][c:7]([O:35][CH2:36][CH3:37])[c:8]([C:11]2=[N:15][C:14]([CH3:16])([c:17]3[cH:18][cH:19][c:20]([Cl:23])[cH:21][cH:22]3)[C:13]([CH3:24])([c:25]3[cH:26][cH:27][c:28]([Cl:31])[cH:29][cH:30]3)[N:12]2[C:32](=[O:33])[Cl:34])[cH:9][n:10]1.[CH3:38][N:39]1[CH2:40][CH2:41][N:42]([C:45]([CH2:46][N:47]2[CH2:48][CH2:49][NH:50][CH2:51][CH2:52]2)=[O:53])[CH2:43][CH2:44]1>>[C:1]([CH3:2])([CH3:3])([CH3:4])[c:5]1[cH:6][c:7]([O:35][CH2:36][CH3:37])[c:8]([C:11]2=[N:15][C:14]([CH3:16])([c:17]3[cH:18][cH:19][c:20]([Cl:23])[cH:21][cH:22]3)[C:13]([CH3:24])([c:25]3[cH:26][cH:27][c:28]([Cl:31])[cH:29][cH:30]3)[N:12]2[C:32](=[O:33])[N:50]2[CH2:49][CH2:48][N:47]([CH2:46][C:45]([N:42]3[CH2:41][CH2:40][N:39]([CH3:38])[CH2:44][CH2:43]3)=[O:53])[CH2:52][CH2:51]2)[cH:9][n:10]1.